From a dataset of the Open Reaction Database (ORD), a public repository of structured organic reaction records. describe an organic reaction: reactants, conditions, products, and yield Reactants: CN1C(C2C(C(N3CCCCC23)\C=C\C2=NC=C(C=C2)C2=CC(=CC=C2)C(F)(F)F)C1=O)=O (2-Methyl-4-{(E)-2-[5-(3-trifluoromethyl phenyl)pyridin-2-yl]vinyl}octahydropyrrolo[3,4-a]indolizine-1,3-dione), BrC=1C=CC(=NC1)/C=C/C1C2C(C3CCCCN13)C(N(C2=O)C)=O (4-[(E)-2-(5-bromopyridin-2-yl)vinyl]-2-methyloctahydropyrrolo[3,4-a]-indolizine-1,3-dione), BrC=1C=CC(=NC1)/C=C/C1C2C(C3CCCCN13)C(N(C2=O)C)=O (4-[(E)-2-(5-bromopyridin-2-yl)vinyl]-2-methyloctahydropyrrolo[3,4-a]-indolizine-1,3-dione), COC1=C(C=CC=C1)B(O)O (2-methoxyphenylboronic acid). The product is COC1=C(C=CC=C1)C=1C=CC(=NC1)/C=C/C1C2C(C3CCCCN13)C(N(C2=O)C)=O (4-{(E)-2-[5-(2-Methoxyphenyl)pyridin-2-yl]vinyl}-2-methyloctahydropyrrolo[3,4-a]-indolizine-1,3-dione). As a reaction SMILES: [CH3:1][N:2]1[C:31](=[O:32])[CH:5]2[CH:6](/[CH:13]=[CH:14]/[C:15]3[CH:20]=[CH:19][C:18]([C:21]4[CH:26]=[CH:25][CH:24]=[C:23](C(F)(F)F)[CH:22]=4)=[CH:17][N:16]=3)[N:7]3[CH:12]([CH:4]2[C:3]1=[O:33])[CH2:11][CH2:10][CH2:9][CH2:8]3.BrC1C=CC(/C=C/C2N3C(CCCC3)C3C(=O)N(C)[C:54](=[O:55])C23)=NC=1.COC1C=CC=CC=1B(O)O>>[CH3:54][O:55][C:26]1[CH:25]=[CH:24][CH:23]=[CH:22][C:21]=1[C:18]1[CH:19]=[CH:20][C:15](/[CH:14]=[CH:13]/[CH:6]2[N:7]3[CH:12]([CH2:11][CH2:10][CH2:9][CH2:8]3)[CH:4]3[C:3](=[O:33])[N:2]([CH3:1])[C:31](=[O:32])[CH:5]23)=[N:16][CH:17]=1. Reported procedure: The title compound is prepared analogously to the compound from Example 17 from 42 mg of 4-[(E)-2-(5-bromopyridin-2-yl)vinyl]-2-methyloctahydropyrrolo[3,4-a]-indolizine-1,3-dione (from Example 6, racemic mixture 3) and 18 mg of 2-methoxyphenylboronic acid. Starting materials: O=C([O-])O, Cc1ccccc1, CCO, N#Cc1nn(-c2c(Cl)cc(C(F)(F)F)cc2Cl)c(N)c1I, [Na+], O, OB(O)c1cccnc1. The product is N#Cc1nn(-c2c(Cl)cc(C(F)(F)F)cc2Cl)c(N)c1-c1cccnc1. Reaction SMILES: [C:22](=[O:23])([O-:24])[OH:25].[CH3:37][c:38]1[cH:39][cH:40][cH:41][cH:42][cH:43]1.[CH3:44][CH2:45][OH:46].[NH2:1][c:2]1[c:3]([I:21])[c:4]([C:19]#[N:20])[n:5][n:6]1-[c:7]1[c:8]([Cl:18])[cH:9][c:10]([C:14]([F:15])([F:16])[F:17])[cH:11][c:12]1[Cl:13].[Na+:26].[OH2:36].[n:27]1[cH:28][c:29]([B:33]([OH:34])[OH:35])[cH:30][cH:31][cH:32]1>>[NH2:1][c:2]1[c:3](-[c:29]2[cH:28][n:27][cH:32][cH:31][cH:30]2)[c:4]([C:19]#[N:20])[n:5][n:6]1-[c:7]1[c:8]([Cl:18])[cH:9][c:10]([C:14]([F:15])([F:16])[F:17])[cH:11][c:12]1[Cl:13]. Starting materials: CC=CCC1C(=O)c2cc(C)ccc2C12CCCCC2, CO, ClCCl, O=[O+][O-]. Product: Cc1ccc2c(c1)C(=O)C(CC=O)C21CCCCC1. As a reaction SMILES: [CH2:4]([CH:5]=[CH:6][CH3:7])[CH:8]1[C:9](=[O:23])[c:10]2[cH:11][c:12]([CH3:22])[cH:13][cH:14][c:15]2[C:16]12[CH2:17][CH2:18][CH2:19][CH2:20][CH2:21]2.[CH3:27][OH:28].[Cl:24][CH2:25][Cl:26].[O-:1][O+:2]=[O:3]>>[O:1]=[CH:5][CH2:4][CH:8]1[C:9](=[O:23])[c:10]2[cH:11][c:12]([CH3:22])[cH:13][cH:14][c:15]2[C:16]12[CH2:17][CH2:18][CH2:19][CH2:20][CH2:21]2. The reactants are COC(C)(C)C, CCC(C)(CCCC(C)=O)OC, C[O-], CC(=O)O, COC(=O)CCl, [Na+]. Yields the product CCC(C)(CCCC1(C)OC1C(=O)OC)OC. RXN SMILES: [CH3:13][O:14][C:15]([CH3:16])([CH3:17])[CH3:18].[CH3:1][O:2][C:3]([CH2:4][CH2:5][CH2:6][C:7]([CH3:8])=[O:9])([CH2:10][CH3:11])[CH3:12].[CH3:25][O-:26].[CH3:28][C:29](=[O:30])[OH:31].[Cl:19][CH2:20][C:21](=[O:22])[O:23][CH3:24].[Na+:27]>>[CH3:1][O:2][C:3]([CH2:4][CH2:5][CH2:6][C:7]1([CH3:8])[O:9][CH:20]1[C:21](=[O:22])[O:23][CH3:24])([CH2:10][CH3:11])[CH3:12]. The reactants are CC(Br)C#N, CCOC(=O)c1ccc2cc(C(=O)OCC)[nH]c2c1, [K+], [K+], O=C([O-])[O-], CN(C)C=O. Product: CCOC(=O)c1ccc2cc(C(=O)OCC)n(C(C)C#N)c2c1. RXN SMILES: [Br:26][CH:27]([C:28]#[N:29])[CH3:30].[CH2:7]([CH3:8])[O:9][C:10](=[O:11])[c:12]1[nH:13][c:14]2[cH:15][c:16]([C:21](=[O:22])[O:23][CH2:24][CH3:25])[cH:17][cH:18][c:19]2[cH:20]1.[K+:1].[K+:2].[O-:3][C:4]([O-:5])=[O:6].[O:31]=[CH:32][N:33]([CH3:34])[CH3:35]>>[CH2:7]([CH3:8])[O:9][C:10](=[O:11])[c:12]1[n:13]([CH:27]([C:28]#[N:29])[CH3:30])[c:14]2[cH:15][c:16]([C:21](=[O:22])[O:23][CH2:24][CH3:25])[cH:17][cH:18][c:19]2[cH:20]1.